This data is from the Open Reaction Database (ORD), a public repository of structured organic reaction records. The task is: describe an organic reaction: reactants, conditions, products, and yield The reactants are ClC1=CC(=CC=C1)C(=O)OO (3-chloroperbenzoic acid), COC1=CC=C(C=C1)C=1N=C(NC1C1=CC=C(C=C1)OC)SC=1SC=CC1 (4,5-bis(4-methoxyphenyl)-2-(2-thienylthio)imidazole). Run in ClCCl (dichloromethane), ClCCl (dichloromethane). Run at time 3 hour. The product is COC1=CC=C(C=C1)C=1N=C(NC1C1=CC=C(C=C1)OC)S(=O)C=1SC=CC1 (4,5-bis(4-methoxyphenyl)-2-(2-thienylsulfinyl)imidazole). Yield: 84.4%. Reaction SMILES: ClC1C=CC=C(C(OO)=[O:9])C=1.[CH3:12][O:13][C:14]1[CH:19]=[CH:18][C:17]([C:20]2[N:21]=[C:22]([S:33][C:34]3[S:35][CH:36]=[CH:37][CH:38]=3)[NH:23][C:24]=2[C:25]2[CH:30]=[CH:29][C:28]([O:31][CH3:32])=[CH:27][CH:26]=2)=[CH:16][CH:15]=1>ClCCl>[CH3:12][O:13][C:14]1[CH:15]=[CH:16][C:17]([C:20]2[N:21]=[C:22]([S:33]([C:34]3[S:35][CH:36]=[CH:37][CH:38]=3)=[O:9])[NH:23][C:24]=2[C:25]2[CH:30]=[CH:29][C:28]([O:31][CH3:32])=[CH:27][CH:26]=2)=[CH:18][CH:19]=1. Procedure details: A solution of 2.164 g of 3-chloroperbenzoic acid (80%) in 150 ml of dichloromethane is added dropwise to a solution of 3.95 g of 4,5-bis(4-methoxyphenyl)-2-(2-thienylthio)imidazole in 100 ml of dichloromethane. The solution is stirred for 3 hours at room temperature, washed with sodium bicarbonate solution, dried over sodium sulfate, and concentrated to dryness under vacuum. The residue is chromatographed on 150 g of silica gel with acetone/hexane, thus producing 3.47 g of 4,5-bis(4-methoxypheny... Starting materials: CC(=O)O[BH-](OC(C)=O)OC(C)=O, CN(C)CCN, CC(=O)O, CC(Cl)Cl, [Na+], O, O=Cc1ccn(-c2ccccc2C=Cc2n[nH]c3ccccc23)c1. Yields the product CN(C)CCNCc1ccn(-c2ccccc2C=Cc2n[nH]c3ccccc23)c1. Reaction SMILES: [C:35]([O:36][BH-:37]([O:38][C:39](=[O:40])[CH3:41])[O:42][C:43](=[O:44])[CH3:45])(=[O:46])[CH3:47].[CH3:25][N:26]([CH2:27][CH2:28][NH2:29])[CH3:30].[CH3:31][C:32](=[O:33])[OH:34].[Cl:49][CH:50]([Cl:51])[CH3:52].[Na+:48].[OH2:53].[nH:1]1[n:2][c:3]([CH:10]=[CH:11][c:12]2[c:13](-[n:18]3[cH:19][c:20]([CH:23]=[O:24])[cH:21][cH:22]3)[cH:14][cH:15][cH:16][cH:17]2)[c:4]2[cH:5][cH:6][cH:7][cH:8][c:9]12>>[nH:1]1[n:2][c:3]([CH:10]=[CH:11][c:12]2[c:13](-[n:18]3[cH:19][c:20]([CH2:23][NH:29][CH2:28][CH2:27][N:26]([CH3:25])[CH3:30])[cH:21][cH:22]3)[cH:14][cH:15][cH:16][cH:17]2)[c:4]2[cH:5][cH:6][cH:7][cH:8][c:9]12. The reactants are O=C(Nc1cn2cc(Oc3ccc([N+](=O)[O-])cc3F)ccc2n1)C1CC1, C1CCOC1. Product: Nc1ccc(Oc2ccc3nc(NC(=O)C4CC4)cn3c2)c(F)c1. RXN SMILES: [F:1][c:2]1[c:3]([O:4][c:5]2[cH:6][cH:7][c:8]3[n:9]([cH:10]2)[cH:11][c:12]([NH:14][C:15](=[O:16])[CH:17]2[CH2:18][CH2:19]2)[n:13]3)[cH:20][cH:21][c:22]([N+:24]([O-:25])=[O:26])[cH:23]1.[O:27]1[CH2:28][CH2:29][CH2:30][CH2:31]1>>[F:1][c:2]1[c:3]([O:4][c:5]2[cH:6][cH:7][c:8]3[n:9]([cH:10]2)[cH:11][c:12]([NH:14][C:15](=[O:16])[CH:17]2[CH2:18][CH2:19]2)[n:13]3)[cH:20][cH:21][c:22]([NH2:24])[cH:23]1. Starting materials: Cc1ccccc1, O=C(Cl)CCl, CNc1ccc([N+](=O)[O-])cc1F. Product: CN(C(=O)CCl)c1ccc([N+](=O)[O-])cc1F. RXN SMILES: [CH3:18][c:19]1[cH:20][cH:21][cH:22][cH:23][cH:24]1.[Cl:1][CH2:2][C:3](=[O:4])[Cl:5].[F:6][c:7]1[c:8]([NH:16][CH3:17])[cH:9][cH:10][c:11]([N+:13](=[O:14])[O-:15])[cH:12]1>>[Cl:1][CH2:2][C:3](=[O:4])[N:16]([c:8]1[c:7]([F:6])[cH:12][c:11]([N+:13](=[O:14])[O-:15])[cH:10][cH:9]1)[CH3:17]. Reactants: NC=1C=C(C=C2C(=CC=NC12)C)OC (8-Amino-6-methoxy-4-methylquinoline), BrC(CCCCC)N1C(C=2C(C1=O)=CC=CC2)=O (bromophthalimidohexane), C(C)(C)NC(C)C (diisopropylamine). Run in C(C)O (ethanol), C(C)OCCO (2-ethoxyethanol), CCOCC (ether). Product: COC=1C=C2C(=CC=NC2=C(C1)NC(CCCCN1C(C=2C(C1=O)=CC=CC2)=O)C)C (6-Methoxy-4-methyl-8-(5-phthalimido-1-methylpentylamino) quinoline). Yield: 41.5%. RXN SMILES: [NH2:1][C:2]1[CH:3]=[C:4]([O:13][CH3:14])[CH:5]=[C:6]2[C:11]=1[N:10]=[CH:9][CH:8]=[C:7]2[CH3:12].Br[CH:16]([N:22]1[C:26](=[O:27])[C:25]2=[CH:28][CH:29]=[CH:30][CH:31]=[C:24]2[C:23]1=[O:32])[CH2:17][CH2:18][CH2:19][CH2:20][CH3:21].C(NC(C)C)(C)C>C(O)C.C(OCCO)C.CCOCC>[CH3:14][O:13][C:4]1[CH:5]=[C:6]2[C:11](=[C:2]([NH:1][CH:20]([CH3:21])[CH2:19][CH2:18][CH2:17][CH2:16][N:22]3[C:23](=[O:32])[C:24]4=[CH:31][CH:30]=[CH:29][CH:28]=[C:25]4[C:26]3=[O:27])[CH:3]=1)[N:10]=[CH:9][CH:8]=[C:7]2[CH3:12]. Procedure details: 8-Amino-6-methoxy-4-methylquinoline (5.5 g, 0.03 mole), the above bromophthalimidohexane (8.2 g, 0.26 mole) and diisopropylamine (2.55 g) were dissolved in a mixture ethanol (4.3 ml) and 2-ethoxyethanol (4.3 ml). This solution was heated in a sealed tube at 150° for 3.5 hr. After cooling, the reaction mixture was diluted with ether (400 ml). Diisopropylamine hydrobromide was removed by filtration and the filtrate was concentrated to dryness. The residue crystallized upon trituration with EtOH (5... Reactants: ClC=1C=CC2=C(C(=C(O2)C2=CC=CC=C2)C(C2=CC=C(C=C2)OCCCBr)=O)C1 (5-Chloro-3-[4-(3-bromopropoxy)benzoyl]-2-phenylbenzofuran), C(C)NCC (diethylamine). The solvent is C(C)O (ethanol). Yields the product ClC=1C=CC2=C(C(=C(O2)C2=CC=CC=C2)C(C2=CC=C(C=C2)OCCCN(CC)CC)=O)C1 (5-Chloro-3-[4-(3-diethylaminopropoxy)benzoyl]-2-phenylbenzofuran). RXN SMILES: [Cl:1][C:2]1[CH:3]=[CH:4][C:5]2[O:9][C:8]([C:10]3[CH:15]=[CH:14][CH:13]=[CH:12][CH:11]=3)=[C:7]([C:16](=[O:28])[C:17]3[CH:22]=[CH:21][C:20]([O:23][CH2:24][CH2:25][CH2:26]Br)=[CH:19][CH:18]=3)[C:6]=2[CH:29]=1.[CH2:30]([NH:32][CH2:33][CH3:34])[CH3:31]>C(O)C>[Cl:1][C:2]1[CH:3]=[CH:4][C:5]2[O:9][C:8]([C:10]3[CH:15]=[CH:14][CH:13]=[CH:12][CH:11]=3)=[C:7]([C:16](=[O:28])[C:17]3[CH:22]=[CH:21][C:20]([O:23][CH2:24][CH2:25][CH2:26][N:32]([CH2:33][CH3:34])[CH2:30][CH3:31])=[CH:19][CH:18]=3)[C:6]=2[CH:29]=1. Reported procedure: 5-Chloro-3-[4-(3-bromopropoxy)benzoyl]-2-phenylbenzofuran (2.0 g., 4.3 mmol.) is refluxed in 100 ml. of ethanol containing 9 ml. of diethylamine for 10 hours. The reaction mixture is concentrated under reduced pressure and the residue is dissolved in ether. The ether solution is washed with aqueous sodium hydroxide and water then concentrated to give the title compound. Reactants: CCOC(=O)C(F)(F)Br, ClCCl, CS(C)=O, [N-]=[N+]=[N-], [Na+], O. The product is CCOC(=O)C(F)(F)N=[N+]=[N-]. As a reaction SMILES: [Br:5][C:6]([C:7](=[O:8])[O:9][CH2:10][CH3:11])([F:12])[F:13].[CH2:15]([Cl:16])[Cl:17].[CH3:18][S:19](=[O:20])[CH3:21].[N-:2]=[N+:3]=[N-:4].[Na+:1].[OH2:14]>>[N:2](=[N+:3]=[N-:4])[C:6]([C:7](=[O:8])[O:9][CH2:10][CH3:11])([F:12])[F:13]. Procedure: Under an argon atmosphere, 2.50 g (19.6 mmol) of 2-methyl-5-chloropyridine and 4.38 g (23.5 mmol) of N-(tert-butyloxycarbonyl)-piperazine are dissolved in 50 ml of absolute toluene. Then, 2.26 g (23.5 mmol) of sodium-tert-butylate, 0.37 g (0.59 mmol) of BINAP, and 0.36 g (0.39 mmol) of tris(dibenzylideneacetone)-dipalladium are added, and it is heated for 12 hours to 70° C. After cooling, the reaction mixture is mixed with diethyl ether, washed three times with saturated sodium chloride solution... The reactants are sodium tert-butylate, C=1C=CC(=CC1)P(C=2C=CC=CC2)C3=CC=C4C=CC=CC4=C3C5=C6C=CC=CC6=CC=C5P(C=7C=CC=CC7)C=8C=CC=CC8 (BINAP), C(C)OCC (diethyl ether), CC1=NC=C(C=C1)Cl (2-methyl-5-chloropyridine), C(C)(C)(C)OC(=O)N1CCNCC1 (N-(tert-butyloxycarbonyl)-piperazine). The reagents and catalysts are C=1C=CC(=CC1)/C=C/C(=O)/C=C/C2=CC=CC=C2.C=1C=CC(=CC1)/C=C/C(=O)/C=C/C2=CC=CC=C2.C=1C=CC(=CC1)/C=C/C(=O)/C=C/C2=CC=CC=C2.[Pd].[Pd] (tris(dibenzylideneacetone)-dipalladium). RXN SMILES: C[C:2]1[CH:7]=[CH:6][C:5](Cl)=[CH:4][N:3]=1.[C:9]([O:13][C:14]([N:16]1[CH2:21][CH2:20][NH:19][CH2:18][CH2:17]1)=[O:15])([CH3:12])([CH3:11])[CH3:10].[CH:22]1C=CC(P(C2C(C3C(P(C4C=CC=CC=4)C4C=CC=CC=4)=CC=C4C=3C=CC=C4)=C3C(C=CC=C3)=CC=2)C2C=CC=CC=2)=CC=1.C(OCC)C>C1(C)C=CC=CC=1.C1C=CC(/C=C/C(/C=C/C2C=CC=CC=2)=O)=CC=1.C1C=CC(/C=C/C(/C=C/C2C=CC=CC=2)=O)=CC=1.C1C=CC(/C=C/C(/C=C/C2C=CC=CC=2)=O)=CC=1.[Pd].[Pd]>[C:9]([O:13][C:14]([N:16]1[CH2:21][CH2:20][N:19]([C:2]2[CH:7]=[CH:6][C:5]([CH3:22])=[CH:4][N:3]=2)[CH2:18][CH2:17]1)=[O:15])([CH3:12])([CH3:10])[CH3:11] |f:5.6.7.8.9|. Yields the product C(C)(C)(C)OC(=O)N1CCN(CC1)C1=NC=C(C=C1)C (1-(tert-Butyloxycarbonyl)-4-(5-methylpyridin-2-yl)piperazine). Run in C1(=CC=CC=C1)C (toluene). RXN SMILES: [C:23](=[O:24])([O-:25])[O-:26].[CH3:13][O:14][c:15]1[cH:16][cH:17][c:18]([CH2:19][Cl:20])[cH:21][cH:22]1.[Cs+:27].[Cs+:28].[O:29]=[CH:30][N:31]([CH3:32])[CH3:33].[OH2:34].[OH:1][c:2]1[cH:3][c:4]2[c:9]([cH:10][cH:11]1)[C:8](=[O:12])[CH2:7][CH2:6][CH2:5]2>>[O:1]([c:2]1[cH:3][c:4]2[c:9]([cH:10][cH:11]1)[C:8](=[O:12])[CH2:7][CH2:6][CH2:5]2)[CH2:19][c:18]1[cH:17][cH:16][c:15]([O:14][CH3:13])[cH:22][cH:21]1. Yields the product COc1ccc(COc2ccc3c(c2)CCCC3=O)cc1. Starting materials: O=C([O-])[O-], COc1ccc(CCl)cc1, [Cs+], [Cs+], CN(C)C=O, O, O=C1CCCc2cc(O)ccc21.